The task is: describe an organic reaction: reactants, conditions, products, and yield. This data is from the Open Reaction Database (ORD), a public repository of structured organic reaction records. Reactants: C12CCCC2O1 (6-oxabicyclo[3.1.0]hexane), C12CCCC2O1 (6-Oxabicyclo[3.1.0]hexane), C12CCCC2O1 (6-oxabicyclo[3.1.0]hexane), BrC1=CC=C(C=C1)O (4-bromophenol), C([O-])([O-])=O.[Cs+].[Cs+] (cesium carbonate). Reagents/catalysts: [Cl-].C(C1=CC=CC=C1)[N+](CC)(CC)CC (benzyltriethylammonium chloride). The solvent is O1CCOCC1 (dioxane). Conditions: time 66 hour. The product is BrC1=CC=C(O[C@H]2[C@@H](CCC2)O)C=C1 (trans-2-(4-bromophenoxy)cyclopentanol). Reaction SMILES: [CH:1]12[O:6][CH:5]1[CH2:4][CH2:3][CH2:2]2.[Br:7][C:8]1[CH:13]=[CH:12][C:11]([OH:14])=[CH:10][CH:9]=1.C(=O)([O-])[O-].[Cs+].[Cs+]>[Cl-].C([N+](CC)(CC)CC)C1C=CC=CC=1.O1CCOCC1>[Br:7][C:8]1[CH:13]=[CH:12][C:11]([O:14][C@@H:4]2[CH2:3][CH2:2][CH2:1][C@H:5]2[OH:6])=[CH:10][CH:9]=1 |f:2.3.4,5.6|. Procedure details: 6-Oxabicyclo[3.1.0]hexane (2.04 mL, 23.5 mmol), 4-bromophenol (4.49 g, 26.0 mmol), cesium carbonate (99%, 8.93 g, 27.1 mmol) and benzyltriethylammonium chloride (99%, 1.09 g, 4.74 mmol) were suspended in dioxane (65 mL) and heated at reflux for 18 hours. Additional 6-oxabicyclo[3.1.0]hexane (0.50 mL, 5.8 mmol) was added, and heating was continued for 66 hours. Again, 6-oxabicyclo[3.1.0]hexane (0.50 mL, 5.8 mmol) was added, and the reaction mixture was heated at reflux for an additional 18 hours.... The reactants are OCCO, Cc1ccc(S(=O)(=O)O)cc1, Cc1ccccc1, O=C(c1ccc(Cl)cc1)c1ccc([N+](=O)[O-])cc1, O. Yields the product O=[N+]([O-])c1ccc(C2(c3ccc(Cl)cc3)OCCO2)cc1. As a reaction SMILES: [CH2:19]([CH2:20][OH:21])[OH:22].[CH3:24][c:25]1[cH:26][cH:27][c:28]([S:29]([OH:30])(=[O:31])=[O:32])[cH:33][cH:34]1.[CH3:35][c:36]1[cH:37][cH:38][cH:39][cH:40][cH:41]1.[Cl:1][c:2]1[cH:3][cH:4][c:5]([C:8](=[O:9])[c:10]2[cH:11][cH:12][c:13]([N+:16](=[O:17])[O-:18])[cH:14][cH:15]2)[cH:6][cH:7]1.[OH2:23]>>[Cl:1][c:2]1[cH:3][cH:4][c:5]([C:8]2([c:10]3[cH:11][cH:12][c:13]([N+:16](=[O:17])[O-:18])[cH:14][cH:15]3)[O:9][CH2:19][CH2:20][O:21]2)[cH:6][cH:7]1. Starting materials: COC1(C(C)=O)CCN(C(=O)OC(C)(C)C)CC1, CC(C)NC(C)C, CCC=O, [Cl-], [Li], [NH4+], C1CCOC1. Product: CCC(O)CC(=O)C1(OC)CCN(C(=O)OC(C)(C)C)CC1. As a reaction SMILES: [C:1]([CH3:2])(=[O:3])[C:4]1([O:17][CH3:18])[CH2:5][CH2:6][N:7]([C:10](=[O:11])[O:12][C:13]([CH3:14])([CH3:15])[CH3:16])[CH2:8][CH2:9]1.[CH:19]([NH:20][CH:21]([CH3:22])[CH3:23])([CH3:24])[CH3:25].[CH:27]([CH2:28][CH3:29])=[O:30].[Cl-:31].[Li:26].[NH4+:32].[O:33]1[CH2:34][CH2:35][CH2:36][CH2:37]1>>[C:1]([CH2:2][CH:27]([CH2:28][CH3:29])[OH:30])(=[O:3])[C:4]1([O:17][CH3:18])[CH2:5][CH2:6][N:7]([C:10](=[O:11])[O:12][C:13]([CH3:14])([CH3:15])[CH3:16])[CH2:8][CH2:9]1.